Dataset: the Open Reaction Database (ORD), a public repository of structured organic reaction records. Task: describe an organic reaction: reactants, conditions, products, and yield Starting materials: BrC=1C=C(C(N(C1)C)=O)NC1=NC=2CCN(CC2C=C1)CC (5-bromo-1-methyl-3-(6-ethyl-5,6,7,8-tetrahydro-1,6-naphthyridin-2-ylamino)pyridin-2(1H)-one), C(C)(=O)OCC1=C(C=C(C=C1N1C(C2=CC=3CC(CC3N2CC1)(C)C)=O)F)B1OC(C(O1)(C)C)(C)C (2-(4,4,5,5-Tetramethyl-[1,3,2]dioxaborolan-2-yl)-4-fluoro-6-(9-oxo-4,4-dimethyl-1,10diazatricyclo[6.4.0.02,6]-dodeca-2(6),7-dien-10-yl)benzyl Acetate). Reagents/catalysts: C=1C=CC(=CC1)[P](C=2C=CC=CC2)(C=3C=CC=CC3)[Pd]([P](C=4C=CC=CC4)(C=5C=CC=CC5)C=6C=CC=CC6)([P](C=7C=CC=CC7)(C=8C=CC=CC8)C=9C=CC=CC9)[P](C=1C=CC=CC1)(C=1C=CC=CC1)C=1C=CC=CC1 (Pd(PPh3)4). Run in COCCOC (DME), C(=O)([O-])[O-].[Na+].[Na+] (Na2CO3). Reaction conditions: temperature 100 celsius, time 1 hour. Yields the product C(C)N1CC=2C=CC(=NC2CC1)NC1=CC(=CN(C1=O)C)C=1C(=C(C=C(C1)F)N1C(C2=CC=3CC(CC3N2CC1)(C)C)=O)CO (10-(3-{5-[(6-Ethyl-5,6,7,8-tetrahydro-1,6-naphthyridin-2-yl)amino]-1-methyl-6-oxo-1,6-dihydropyridin-3-yl}-5-fluoro-2-(hydroxymethyl)phenyl)-4,4-dimethyl-1,10-diazatricyclo[6.4.0.02,6]dodeca-2(6),7-dien-9-one). Isolated yield 7.4%. As a reaction SMILES: Br[C:2]1[CH:3]=[C:4]([NH:10][C:11]2[CH:20]=[CH:19][C:18]3[CH2:17][N:16]([CH2:21][CH3:22])[CH2:15][CH2:14][C:13]=3[N:12]=2)[C:5](=[O:9])[N:6]([CH3:8])[CH:7]=1.C([O:26][CH2:27][C:28]1[C:33]([N:34]2[CH2:45][CH2:44][N:43]3[C:36](=[CH:37][C:38]4[CH2:39][C:40]([CH3:47])([CH3:46])[CH2:41][C:42]=43)[C:35]2=[O:48])=[CH:32][C:31]([F:49])=[CH:30][C:29]=1B1OC(C)(C)C(C)(C)O1)(=O)C>C([O-])([O-])=O.[Na+].[Na+].COCCOC.C1C=CC([P]([Pd]([P](C2C=CC=CC=2)(C2C=CC=CC=2)C2C=CC=CC=2)([P](C2C=CC=CC=2)(C2C=CC=CC=2)C2C=CC=CC=2)[P](C2C=CC=CC=2)(C2C=CC=CC=2)C2C=CC=CC=2)(C2C=CC=CC=2)C2C=CC=CC=2)=CC=1>[CH2:21]([N:16]1[CH2:15][CH2:14][C:13]2[N:12]=[C:11]([NH:10][C:4]3[C:5](=[O:9])[N:6]([CH3:8])[CH:7]=[C:2]([C:29]4[C:28]([CH2:27][OH:26])=[C:33]([N:34]5[CH2:45][CH2:44][N:43]6[C:36](=[CH:37][C:38]7[CH2:39][C:40]([CH3:46])([CH3:47])[CH2:41][C:42]=76)[C:35]5=[O:48])[CH:32]=[C:31]([F:49])[CH:30]=4)[CH:3]=3)[CH:20]=[CH:19][C:18]=2[CH2:17]1)[CH3:22] |f:2.3.4,^1:74,76,95,114|. Procedure details: In a 48-mL sealed tube equipped with a magnetic stirring bar were placed 5-bromo-1-methyl-3-(6-ethyl-5,6,7,8-tetrahydro-1,6-naphthyridin-2-ylamino)pyridin-2(1H)-one (143 mg, 0.4 mmol), 10-[2-(acetoxymethyl)-3-(4,4,5,5-tetramethyl[1,3,2]-dioxaborolan-2-yl)-5-fluorophenyl]-4,4-dimethyl-1,10-diazatricyclo[6.4.0.02,6]-dodeca-2(6),7-dien-9-one 230a (496 mg, 1.0 mmol), Pd(PPh3)4 (23 mg, 0.020 mmol) in 2 N Na2CO3 (4 mL) and DME (4 mL). After the reaction mixture was stirred at 100° C. for 1 h, it was p... Reactants: COC(=O)CCSc1cnc(Nc2nc(C3CCN(C(C)=O)CC3)cs2)c(Oc2ccccc2)c1, CC(C)(C)[O-], CS(C)=O, Clc1ncnc2sccc12, [K+]. Product: CC(=O)N1CCC(c2csc(Nc3ncc(Sc4ncnc5sccc45)cc3Oc3ccccc3)n2)CC1. RXN SMILES: [C:11]([CH3:12])(=[O:13])[N:14]1[CH2:15][CH2:16][CH:17]([c:20]2[n:21][c:22]([NH:25][c:26]3[c:27]([O:39][c:40]4[cH:41][cH:42][cH:43][cH:44][cH:45]4)[cH:28][c:29]([S:32][CH2:33][CH2:34][C:35]([O:36][CH3:37])=[O:38])[cH:30][n:31]3)[s:23][cH:24]2)[CH2:18][CH2:19]1.[CH3:46][C:47]([CH3:48])([O-:49])[CH3:50].[CH3:52][S:53]([CH3:54])=[O:55].[Cl:1][c:2]1[c:3]2[c:4]([n:5][cH:6][n:7]1)[s:8][cH:9][cH:10]2.[K+:51]>>[c:2]1([S:32][c:29]2[cH:28][c:27]([O:39][c:40]3[cH:41][cH:42][cH:43][cH:44][cH:45]3)[c:26]([NH:25][c:22]3[n:21][c:20]([CH:17]4[CH2:16][CH2:15][N:14]([C:11]([CH3:12])=[O:13])[CH2:19][CH2:18]4)[cH:24][s:23]3)[n:31][cH:30]2)[c:3]2[c:4]([n:5][cH:6][n:7]1)[s:8][cH:9][cH:10]2. Starting materials: C=CC (propylene), [H][H] (hydrogen), CCCCC=C (hexene-1), C=C (ethylene). Reaction conditions: temperature 60 celsius, time 5 hour. The product is C=CC.CCCCC=C.C=C (propylene hexene-1 ethylene). Reaction SMILES: [CH2:1]=[CH:2][CH3:3].[CH3:4][CH2:5][CH2:6][CH2:7][CH:8]=[CH2:9].[CH2:10]=[CH2:11].[H][H]>>[CH2:1]=[CH:2][CH3:3].[CH3:9][CH2:8][CH2:7][CH2:6][CH:5]=[CH2:4].[CH2:10]=[CH2:11] |f:4.5.6|. Procedure details: The temperature was then raised to 60° C., and propylene, hexene-1, and ethylene were fed at rates of 3.5 kg/hour, 1.7 kg/hour, and 0.13 kg/hour, respectively, for 5 hours. During this step, hydrogen was also supplied to maintain the hydrogen concentration in the gaseous region at 5.5 percent. Thus, the propylene/hexene-1/ethylene terpolymeric random copolymer block was prepared. Starting materials: ClC=1C=CC=2C(=NC(=CN2)N2CCOCC2)N1 (6-chloro-3-morpholinopyrido[2,3-b]pyrazine), NC=1OC2=C(N1)C=C(C=C2)B(O)O (2-aminobenzo[d]oxazol-5-ylboronic acid), C(=O)([O-])[O-].[Na+].[Na+] (Na2CO3). Reagents/catalysts: C=1C=CC(=CC1)[P](C=2C=CC=CC2)(C=3C=CC=CC3)[Pd]([P](C=4C=CC=CC4)(C=5C=CC=CC5)C=6C=CC=CC6)([P](C=7C=CC=CC7)(C=8C=CC=CC8)C=9C=CC=CC9)[P](C=1C=CC=CC1)(C=1C=CC=CC1)C=1C=CC=CC1 (Pd(PPh3)4). The solvent is O1CCOCC1 (1,4-dioxane), O (water). Yields the product O1CCN(CC1)C1=CN=C2C(=N1)N=C(C=C2)C=2C=CC1=C(N=C(O1)N)C2 (5-(3-morpholinopyrido[2,3-b]pyrazin-6-yl)benzo[d]oxazol-2-amine). Isolated yield 71.8%. As a reaction SMILES: Cl[C:2]1[CH:3]=[CH:4][C:5]2[C:6]([N:17]=1)=[N:7][C:8]([N:11]1[CH2:16][CH2:15][O:14][CH2:13][CH2:12]1)=[CH:9][N:10]=2.[NH2:18][C:19]1[O:20][C:21]2[CH:27]=[CH:26][C:25](B(O)O)=[CH:24][C:22]=2[N:23]=1.C([O-])([O-])=O.[Na+].[Na+]>O1CCOCC1.O.C1C=CC([P]([Pd]([P](C2C=CC=CC=2)(C2C=CC=CC=2)C2C=CC=CC=2)([P](C2C=CC=CC=2)(C2C=CC=CC=2)C2C=CC=CC=2)[P](C2C=CC=CC=2)(C2C=CC=CC=2)C2C=CC=CC=2)(C2C=CC=CC=2)C2C=CC=CC=2)=CC=1>[O:14]1[CH2:15][CH2:16][N:11]([C:8]2[N:7]=[C:6]3[N:17]=[C:2]([C:25]4[CH:26]=[CH:27][C:21]5[O:20][C:19]([NH2:18])=[N:23][C:22]=5[CH:24]=4)[CH:3]=[CH:4][C:5]3=[N:10][CH:9]=2)[CH2:12][CH2:13]1 |f:2.3.4,^1:47,49,68,87|. Procedure: A mixture of 6-chloro-3-morpholinopyrido[2,3-b]pyrazine (E-29) (100 mg, 0.4 mmol, 1.0 eq), 2-aminobenzo[d]oxazol-5-ylboronic acid (108 mg, 0.6 mmol, 1.5 eq), Pd(PPh3)4 (50 mg, 0.04 mmol, 0.1 eq), and Na2CO3 (0.22 g, 2.0 mmol, 5.0 eq),) were dissolved in a mixture of 1,4-dioxane (15 mL) and water (5 mL). The resulting mixture was degassed and back-filled with argon three times and heated at reflux temperature for 2 h. The reaction was complete based on TLC analysis. The reaction mixture was conce... Reactants: N1[C@@H](CCC1=O)C(=O)O (L-pyroglutamic acid), O.C1(=CC=C(C=C1)S(=O)(=O)O)C (para-toluenesulfonic acid mono hydrate). Run in C(C)(C)O (isopropanol), CCOCC (ether). Yields the product N1[C@@H](CCC1=O)C(=O)OC(C)C (isopropyl pyrrolidin-5-one-2(S)-carboxylate). The yield is 955.6%. RXN SMILES: [NH:1]1[C:5](=[O:6])[CH2:4][CH2:3][C@H:2]1[C:7]([OH:9])=[O:8].O.[C:11]1(C)[CH:16]=CC(S(O)(=O)=O)=C[CH:12]=1>C(O)(C)C.CCOCC>[NH:1]1[C:5](=[O:6])[CH2:4][CH2:3][C@H:2]1[C:7]([O:9][CH:11]([CH3:16])[CH3:12])=[O:8] |f:1.2|. Procedure: A solution of L-pyroglutamic acid (Aldrich, 25.0 g, 195 mmol) and para-toluenesulfonic acid mono hydrate (3.71 g, 19.5 mmol) was refluxed in isopropanol (40 mL) under nitrogen for 6 hours using a Dean-Stark trap variation (condensate returned through a Soxhlet extractor filled with 4 Å molecular sieves). After cooling to room temperature, the reaction was diluted with ether, washed with saturated aqueous sodium bicarbonate and then saturated aqueous NaCl, dried (MgSO4) and evaporated to give a c... Starting materials: CC(C)(C)OC(=O)N1CCC(O)CC1, Cc1ccccc1, CCOC(=O)N=NC(=O)OCC, C1CCOC1, CC(=O)Cc1ccc(O)cc1, c1ccc(P(c2ccccc2)c2ccccc2)cc1. As a reaction SMILES: [C:50]([CH3:51])([CH3:52])([CH3:53])[O:54][C:55](=[O:56])[N:57]1[CH2:58][CH2:59][CH:60]([OH:63])[CH2:61][CH2:62]1.[CH3:32][c:33]1[cH:34][cH:35][cH:36][cH:37][cH:38]1.[O:20]=[C:21]([O:22][CH2:23][CH3:24])[N:25]=[N:26][C:27]([O:28][CH2:29][CH3:30])=[O:31].[O:64]1[CH2:65][CH2:66][CH2:67][CH2:68]1.[OH:39][c:40]1[cH:41][cH:42][c:43]([CH2:46][C:47]([CH3:48])=[O:49])[cH:44][cH:45]1.[c:1]1([P:2]([c:3]2[cH:4][cH:5][cH:6][cH:7][cH:8]2)[c:9]2[cH:10][cH:11][cH:12][cH:13][cH:14]2)[cH:15][cH:16][cH:17][cH:18][cH:19]1>>[O:39]([c:40]1[cH:41][cH:42][c:43]([CH2:46][C:47]([CH3:48])=[O:49])[cH:44][cH:45]1)[CH:60]1[CH2:59][CH2:58][N:57]([C:55]([O:54][C:50]([CH3:51])([CH3:52])[CH3:53])=[O:56])[CH2:62][CH2:61]1. Product: CC(=O)Cc1ccc(OC2CCN(C(=O)OC(C)(C)C)CC2)cc1. The reactants are ClC=1C(=NC=C(C1)C(F)(F)F)C(CN)CC (2-[3-chloro-5-(trifluoromethyl)-2-pyridinyl]-1-butanamine), FC(C1=C(C(=O)O)C=CC=C1)(F)F (2-(trifluoromethyl)benzoic acid), O.[Cl-].COC1=NC(=NC(=N1)OC)[N+]1(CCOCC1)C (4-(4,6-dimethoxy[1.3.5]triazin-2-yl)-4-methylmorpholinium chloride hydrate). The solvent is C(C)O (ethanol). The product is ClC=1C(=NC=C(C1)C(F)(F)F)C(CNC(C1=C(C=CC=C1)C(F)(F)F)=O)CC (N-{2-[3-chloro-5-(trifluoromethyl)-2-Pyridinyl]butyl}-2-(trifluoromethyl)benzamide). As a reaction SMILES: [Cl:1][C:2]1[C:3]([CH:12]([CH2:15][CH3:16])[CH2:13][NH2:14])=[N:4][CH:5]=[C:6]([C:8]([F:11])([F:10])[F:9])[CH:7]=1.[F:17][C:18]([F:29])([F:28])[C:19]1[CH:27]=[CH:26][CH:25]=[CH:24][C:20]=1[C:21](O)=[O:22].O.[Cl-].COC1N=C(OC)N=C([N+]2(C)CCOCC2)N=1>C(O)C>[Cl:1][C:2]1[C:3]([CH:12]([CH2:15][CH3:16])[CH2:13][NH:14][C:21](=[O:22])[C:20]2[CH:24]=[CH:25][CH:26]=[CH:27][C:19]=2[C:18]([F:17])([F:28])[F:29])=[N:4][CH:5]=[C:6]([C:8]([F:11])([F:9])[F:10])[CH:7]=1 |f:2.3.4|. Procedure: 100 mg of 2-[3-chloro-5-(trifluoromethyl)-2-pyridinyl]-1-butanamine (0.0004 mol), 58 μL of 2-(trifluoromethyl)benzoic acid(0.0004 mol), 0.109 g of 4-(4,6-dimethoxy[1.3.5]triazin-2-yl)-4-methylmorpholinium chloride hydrate (0.0004 mol) are stirred in 2 mL of ethanol at room temperature overnight. Reactants: [H-].[Na+] (Sodium hydride), C(C1=CC=CC=C1)N1C(=CC2=C1C=CC=1N2C(=NN1)C)C1=CC=NN1 (6-benzyl-1-methyl-7-(1H-pyrazol-5-yl)-6H-pyrrolo[2,3-e][1,2,4]triazolo[4,3-a]pyridine), CI (methyl iodide). Solvent: CN(C)C=O (DMF). Conditions: time 10 minute. Yields the product C(C1=CC=CC=C1)N1C(=CC2=C1C=CC=1N2C(=NN1)C)C1=NN(C=C1)C (6-benzyl-1-methyl-7-(1-methyl-1H-pyrazol-3-yl)-6H-pyrrolo[2,3-e][1,2,4]triazolo[4,3-a]pyridine). Reaction SMILES: [H-].[Na+].[CH2:3]([N:10]1[C:14]2[CH:15]=[CH:16][C:17]3[N:18]([C:19]([CH3:22])=[N:20][N:21]=3)[C:13]=2[CH:12]=[C:11]1[C:23]1[NH:27][N:26]=[CH:25][CH:24]=1)[C:4]1[CH:9]=[CH:8][CH:7]=[CH:6][CH:5]=1.[CH3:28]I>CN(C=O)C>[CH2:3]([N:10]1[C:14]2[CH:15]=[CH:16][C:17]3[N:18]([C:19]([CH3:22])=[N:20][N:21]=3)[C:13]=2[CH:12]=[C:11]1[C:23]1[CH:24]=[CH:25][N:26]([CH3:28])[N:27]=1)[C:4]1[CH:5]=[CH:6][CH:7]=[CH:8][CH:9]=1 |f:0.1|. Procedure: Sodium hydride (4.0 mg, 0.099 mmol, 60% in mineral oil) was added to a solution of 6-benzyl-1-methyl-7-(1H-pyrazol-5-yl)-6H-pyrrolo[2,3-e][1,2,4]triazolo[4,3-a]pyridine (6.5 mg, 0.020 mmol, from Example 62) in DMF (0.20 mL). After 10 minutes, methyl iodide (3.7 μL, 0.059 mmol, Aldrich) was added. After 15 minutes reaction time, the reaction was quenched with water. The product was purified via preparative HPLC-MS (C18 eluting with a gradient of MeCN and H2O containing 0.15% NH4OH) and the major ... Starting materials: S(=O)(Cl)Cl (thionyl chloride), CO (methanol), NCCCCCCCCCCCCCCCCC(=O)O (17-aminoheptadecanoic acid). Run at temperature -20 celsius, time 12 hour. Yields the product Cl.NCCCCCCCCCCCCCCCCC(=O)OC (methyl 17-aminoheptadecanoate hydrochloride). RXN SMILES: S(Cl)([Cl:3])=O.[NH2:5][CH2:6][CH2:7][CH2:8][CH2:9][CH2:10][CH2:11][CH2:12][CH2:13][CH2:14][CH2:15][CH2:16][CH2:17][CH2:18][CH2:19][CH2:20][CH2:21][C:22]([OH:24])=[O:23].[CH3:25]O>>[ClH:3].[NH2:5][CH2:6][CH2:7][CH2:8][CH2:9][CH2:10][CH2:11][CH2:12][CH2:13][CH2:14][CH2:15][CH2:16][CH2:17][CH2:18][CH2:19][CH2:20][CH2:21][C:22]([O:24][CH3:25])=[O:23] |f:3.4|. Procedure details: 0.37 cm3 of thionyl chloride are added to 23 cm3 of methanol cooled to -20° C. and 980 mg of 17-aminoheptadecanoic acid are added. The solution is stirred for 12 hours at a temperature in the region of 20° C. and the solvent is removed under reduced pressure (2.7 kPa) at a temperature in the region of 40° C. 1.08 g of methyl 17-aminoheptadecanoate hydrochloride are thus obtained in the form of a white solid. Reactants: CCNC, COc1ccc2nc(-c3ccc(F)nc3)sc2c1, O. Yields the product CCN(C)c1ccc(-c2nc3ccc(OC)cc3s2)cn1. Reaction SMILES: [CH2:19]([CH3:20])[NH:21][CH3:22].[F:1][c:2]1[cH:3][cH:4][c:5](-[c:8]2[s:9][c:10]3[c:11]([n:12]2)[cH:13][cH:14][c:15]([O:17][CH3:18])[cH:16]3)[cH:6][n:7]1.[OH2:23]>>[c:2]1([N:21]([CH2:19][CH3:20])[CH3:22])[cH:3][cH:4][c:5](-[c:8]2[s:9][c:10]3[c:11]([n:12]2)[cH:13][cH:14][c:15]([O:17][CH3:18])[cH:16]3)[cH:6][n:7]1.